From a dataset of the Open Reaction Database (ORD), a public repository of structured organic reaction records. describe an organic reaction: reactants, conditions, products, and yield Reactants: NC1=C2CCC(C2=CC(=C1OC)OC)=O (4-Amino-5,6-dimethoxy-indan-1-one), CCN(C(C)C)C(C)C (DIEA), NC1=C2CCC(C2=CC(=C1OC)OC)=O (4-Amino-5,6-dimethoxy-indan-1-one), C(C)(=O)Cl (acetyl chloride). Run in CN(C)C=O (DMF). Run at time 8 hour. The product is COC=1C(=C2CCC(C2=CC1OC)=O)NC(C)=O (N-(5,6-Dimethoxy-1-oxo-indan-4-yl)-acetamide). Yield: 100.3%. Reaction SMILES: [NH2:1][C:2]1[C:10]([O:11][CH3:12])=[C:9]([O:13][CH3:14])[CH:8]=[C:7]2[C:3]=1[CH2:4][CH2:5][C:6]2=[O:15].[C:16](Cl)(=[O:18])[CH3:17].CCN(C(C)C)C(C)C>CN(C=O)C>[CH3:12][O:11][C:10]1[C:2]([NH:1][C:16](=[O:18])[CH3:17])=[C:3]2[C:7](=[CH:8][C:9]=1[O:13][CH3:14])[C:6](=[O:15])[CH2:5][CH2:4]2. Procedure: 4-Amino-5,6-dimethoxy-indan-1-one (Intermediate U) (0.214 g, 1.0 mmol) was taken up into 5 mL of DMF and acetyl chloride (0.071 mL, 1.0 mmol) and DIEA (0.18 mL, 1.0 mmol) were added. The reaction stirred overnight at room temperature. The reaction was quenched with sat. sodium bicarbonate and extracted with EtOAc. The organic layer was washed with brine, dried over Na2SO4 and removed in vacuo. 0.25 g of the crude material was produced (Intermediate V); MS m/z 250.1 (M+H)+.